Task: describe an organic reaction: reactants, conditions, products, and yield. Dataset: the Open Reaction Database (ORD), a public repository of structured organic reaction records Reactants: CC(C)c1nc(C(F)(F)F)ccc1C=CC(=O)O, Cl, C#Cc1cc(CN)cc(F)c1NS(C)(=O)=O. Yields the product C#Cc1cc(CNC(=O)C=Cc2ccc(C(F)(F)F)nc2C(C)C)cc(F)c1NS(C)(=O)=O. As a reaction SMILES: [CH:18]([CH3:19])([CH3:20])[c:21]1[n:22][c:23]([C:32]([F:33])([F:34])[F:35])[cH:24][cH:25][c:26]1[CH:27]=[CH:28][C:29](=[O:30])[OH:31].[ClH:17].[NH2:1][CH2:2][c:3]1[cH:4][c:5]([F:16])[c:6]([NH:11][S:12](=[O:13])(=[O:14])[CH3:15])[c:7]([C:9]#[CH:10])[cH:8]1>>[NH:1]([CH2:2][c:3]1[cH:4][c:5]([F:16])[c:6]([NH:11][S:12](=[O:13])(=[O:14])[CH3:15])[c:7]([C:9]#[CH:10])[cH:8]1)[C:29]([CH:28]=[CH:27][c:26]1[c:21]([CH:18]([CH3:19])[CH3:20])[n:22][c:23]([C:32]([F:33])([F:34])[F:35])[cH:24][cH:25]1)=[O:30]. Starting materials: NC=1C(=C(C=CC1Cl)C(F)(F)F)CSC (3-amino-4-chloro-2-methylthiomethylbenzotrifluoride), NC=1C(=C(C=CC1SCC)C(F)(F)F)SC (3-amino-4-ethylthio-2-methylthiobenzotrifluoride), NC=1C(=C(C=CC1SC)C(F)(F)F)CSC (3-amino-4-methylthio-2-methylthiomethylbenzotrifluoride), NC=1C(=C(C=CC1SCCCCCCC)C(F)(F)F)CSC (3-amino-4-heptylthio-2-methylthiomethylbenzotrifluoride), NC=1C(=C(C=CC1SCCCCCCCC)C(F)(F)F)CSC (3-amino-4-octylthio-2-methylthiomethylbenzotrifluoride), NC=1C(=C(C=CC1SCCCC)C(F)(F)F)CSC (3-amino-4-n-butylthio-2-methylthiomethylbenzotrifluoride), NC=1C(=C(C=CC1Br)C(F)(F)F)CSC (3-amino-4-bromo-2-methylthiomethylbenzotrifluoride), NC=1C(=C(C=CC1I)C(F)(F)F)CSC (3-amino-4-iodo-2-methylthiomethylbenzotrifluoride), NC=1C(=C(C=CC1SCCC)C(F)(F)F)CSC (3-amino-4-n-propylthio-2-methylthiomethylbenzotrifluoride). Yields the product NC=1C(=C(C=CC1)C(F)(F)F)C (3-amino-2-methylbenzotrifluoride). Reaction SMILES: [NH2:1][C:2]1[C:3]([CH2:13]SC)=[C:4]([C:9]([F:12])([F:11])[F:10])[CH:5]=[CH:6][C:7]=1Cl.NC1C(CSC)=C(C(F)(F)F)C=CC=1Br.NC1C(CSC)=C(C(F)(F)F)C=CC=1I.NC1C(CSC)=C(C(F)(F)F)C=CC=1SC.NC1C(SC)=C(C(F)(F)F)C=CC=1SCC.NC1C(CSC)=C(C(F)(F)F)C=CC=1SCCC.NC1C(CSC)=C(C(F)(F)F)C=CC=1SCCCC.NC1C(CSC)=C(C(F)(F)F)C=CC=1SCCCCCCC.NC1C(CSC)=C(C(F)(F)F)C=CC=1SCCCCCCCC>>[NH2:1][C:2]1[C:3]([CH3:13])=[C:4]([C:9]([F:10])([F:11])[F:12])[CH:5]=[CH:6][CH:7]=1. Procedure details: Similarly, the 3-amino-4-chloro-2-methylthiomethylbenzotrifluoride may be replaced with equivalent quantities of 3-amino-4-bromo-2-methylthiomethylbenzotrifluoride, 3-amino-4-iodo-2-methylthiomethylbenzotrifluoride, 3-amino-4-methylthio-2-methylthiomethylbenzotrifluoride, 3-amino-4-ethylthio-2-methylthiobenzotrifluoride, 3-amino-4-n-propylthio-2-methylthiomethylbenzotrifluoride, 3-amino-4-n-butylthio-2-methylthiomethylbenzotrifluoride, 3-amino-4-heptylthio-2-methylthiomethylbenzotrifluoride, or ... Starting materials: solution, amine, solution, amine, C(C=C)(=O)OCC (ethyl acrylate), COC(CCCCC(=O)[O-])=O.C[N+](C)(C)C (tetramethyl ammonium monomethyl adipate), C(C)#N (acetonitrile), C(C)#N (acetonitrile). Run in O (water), O (water), O (water). Yields the product C(CCCCCCCCC(=O)OC)(=O)OC (dimethyl sebacate). The yield is 87.0%. As a reaction SMILES: [CH3:1][O:2][C:3](=[O:11])[CH2:4][CH2:5][CH2:6][CH2:7][C:8]([O-])=O.C[N+](C)(C)C.[C:17](#N)[CH3:18].[C:20]([O:24][CH2:25]C)(=[O:23])[CH:21]=C>O>[C:20]([O:24][CH3:25])(=[O:23])[CH2:21][CH2:17][CH2:18][CH2:8][CH2:7][CH2:6][CH2:5][CH2:4][C:3]([O:2][CH3:1])=[O:11] |f:0.1|. Procedure: In operation of the cell, anolyte was pumped by means of a syringe pump to the anolyte channel and through the porous anode and catholyte was pumped by means of another syringe pump to the cathode cavity of the cell and through the porous cathode. The anolyte consisted of a 0.1 M solution of tetramethyl ammonium monomethyl adipate ##STR5## in a solution composed of 90% by volume of acetonitrile and 10% by volume of water. The catholyte consisted of a 0.1 M solution of the same amine as above in ... Reactants: O=C1NC2=CC=CC=C2C(=C1)CC(=O)OC (methyl 2-oxo-1,2-dihydro-4-quinolinacetate). The reagents and catalysts are [Pt]=O (platinum oxide). Run in petroleum ether, CO (methanol), C1(=CC=CC=C1)C (toluene). Product: O=C1NC2=CC=CC=C2C(C1)CC(=O)OC (methyl (±)-2-oxo-1,2,3,4-tetrahydro-4-quinolineacetate). Yield: 73.0%. RXN SMILES: [O:1]=[C:2]1[CH:11]=[C:10]([CH2:12][C:13]([O:15][CH3:16])=[O:14])[C:9]2[C:4](=[CH:5][CH:6]=[CH:7][CH:8]=2)[NH:3]1>CO.C1(C)C=CC=CC=1.[Pt]=O>[O:1]=[C:2]1[CH2:11][CH:10]([CH2:12][C:13]([O:15][CH3:16])=[O:14])[C:9]2[C:4](=[CH:5][CH:6]=[CH:7][CH:8]=2)[NH:3]1. Procedure: 50 g (0.23 mol) of methyl 2-oxo-1,2-dihydro-4-quinolinacetate dissolved in 1 l of methanol is subjected to hydrogenation in a Parr apparatus in the presence of 2 g of Adams' platinum oxide under 40 to 45 psi and at 60° C. for approximately 1 h. After the catalyst is filtered off and the solvent evaporated off, the oily residue is chromatographed on silica. Elution with a dichloromethane/acetone (95:5) mixture yields an oil, which is solubilized in 250 ml of boiling toluene. After being cooled, t... Reactants: Cl (hydrochloric acid), ClC1=CC=C(C=C1)C=1NC(N(C1)CC(=O)OC)=O (methyl [4-(4-chlorophenyl)-2-oxo-2,3-dihydro-1H-imidazol-1-yl]acetate), BrCC(C(F)(F)F)O (3-bromo-1,1,1-trifluoropropan-2-ol), C([O-])([O-])=O.[Cs+].[Cs+] (caesium carbonate). Solvent: CC(=O)C (acetone), O (water). Yields the product ClC1=CC=C(C=C1)C=1N(C(N(C1)CC(=O)O)=O)CC(C(F)(F)F)O ([4-(4-Chlorophenyl)-2-oxo-3-(3,3,3-trifluoro-2-hydroxypropyl)-2,3-dihydro-1H-imidazol-1-yl]acetic acid). RXN SMILES: [Cl:1][C:2]1[CH:7]=[CH:6][C:5]([C:8]2[NH:9][C:10](=[O:18])[N:11]([CH2:13][C:14]([O:16]C)=[O:15])[CH:12]=2)=[CH:4][CH:3]=1.Br[CH2:20][CH:21]([OH:26])[C:22]([F:25])([F:24])[F:23].C(=O)([O-])[O-].[Cs+].[Cs+].Cl>CC(C)=O.O>[Cl:1][C:2]1[CH:7]=[CH:6][C:5]([C:8]2[N:9]([CH2:20][CH:21]([OH:26])[C:22]([F:25])([F:24])[F:23])[C:10](=[O:18])[N:11]([CH2:13][C:14]([OH:16])=[O:15])[CH:12]=2)=[CH:4][CH:3]=1 |f:2.3.4|. Reported procedure: A quantity of 1.0 g (3.75 mmol) of methyl [4-(4-chlorophenyl)-2-oxo-2,3-dihydro-1H-imidazol-1-yl]acetate (prepared according to WO 2007/134862 Example 323A) was dissolved with 796 mg (4.13 mmol) of 3-bromo-1,1,1-trifluoropropan-2-ol in 50 ml of acetone, 1.47 g (4.50 mmol) of caesium carbonate were added at RT, and the mixture was heated under reflux for 16 h. For work-up, it was cooled to RT and admixed with 50 ml of water. It was neutralised by addition of 1M hydrochloric acid and extracted wit...